This data is from the Open Reaction Database (ORD), a public repository of structured organic reaction records. The task is: describe an organic reaction: reactants, conditions, products, and yield Starting materials: FC(C(=O)O)(F)F (trifluoroacetic acid), C(C)(C)(C)OC(=O)N1CCC(CC1)(C1=CC=CC=C1)OC (1-t-Butoxycarbonyl-4-methoxy-4-phenyl-piperidine), CN1C(C2(C=3C(=CC=CC13)CCC2)CCCCBr)=O (1-methyl-2a-(4-bromobutyl)-2a,3,4,5-tetrahydrobenz[cd]indole-2(1H) -one), C([O-])([O-])=O.[K+].[K+] (potassium carbonate). Solvent: C(C)(=O)OCC (ethyl acetate), O (water), ClCCl (dichloromethane), C(C)(=O)OCC (ethyl acetate). Conditions: time 30 minute. The product is COC1(CCN(CC1)CCCCC12C(N(C=3C=CC=C(C13)CCC2)C)=O)C2=CC=CC=C2 (2a-[4-(4-Methoxy-4-phenyl-piperidyl)butyl]-1-methyl-2a,3,4,5-tetrahydrobenz[cd]indole-2(1H)-one). Yield: 22.1%. Reaction SMILES: C(O[C:6]([N:8]1[CH2:13][CH2:12][C:11]([O:20][CH3:21])([C:14]2[CH:19]=[CH:18][CH:17]=[CH:16][CH:15]=2)[CH2:10][CH2:9]1)=O)(C)(C)C.FC(F)(F)C(O)=O.[CH3:29][N:30]1[C:38]2[CH:37]=[CH:36][CH:35]=[C:34]3[CH2:39][CH2:40][CH2:41][C:32]([CH2:42][CH2:43][CH2:44]CBr)([C:33]=23)[C:31]1=[O:47].C(=O)([O-])[O-].[K+].[K+]>ClCCl.C(OCC)(=O)C.O>[CH3:21][O:20][C:11]1([C:14]2[CH:15]=[CH:16][CH:17]=[CH:18][CH:19]=2)[CH2:10][CH2:9][N:8]([CH2:6][CH2:44][CH2:43][CH2:42][C:32]23[CH2:41][CH2:40][CH2:39][C:34]4[C:33]2=[C:38]([CH:37]=[CH:36][CH:35]=4)[N:30]([CH3:29])[C:31]3=[O:47])[CH2:13][CH2:12]1 |f:3.4.5|. Procedure: 1-t-Butoxycarbonyl-4-methoxy-4-phenyl-piperidine (510 mg, 1.7 mmol) was dissolved in dichloromethane (2 ml). Thereto was added trifluoroacetic acid (4 ml), and the resulting solution was stirred at a room temperature for 30 minutes. The reaction solution was diluted with ethyl acetate, washed with sodium hydroxide aqueous solution (1 N) and dried with anhydrous sodium sulfate. The solvent was evaporated under a reduced pressure, and the thus obtained material was dissolved in anhydrous N,N-dimet... Reactants: Cc1ccc(-c2cc(Br)c3[nH]c(=O)ccc3c2)c(C)n1, [Li]CCCC, C=O, C1CCOC1, CCCCCC, [Cl-], [NH4+]. Yields the product Cc1ccc(-c2cc(CO)c3[nH]c(=O)ccc3c2)c(C)n1. Reaction SMILES: [Br:6][c:7]1[cH:8][c:9](-[c:18]2[c:19]([CH3:25])[n:20][c:21]([CH3:24])[cH:22][cH:23]2)[cH:10][c:11]2[cH:12][cH:13][c:14](=[O:17])[nH:15][c:16]12.[CH2:1]([Li:2])[CH2:3][CH2:4][CH3:5].[CH2:26]=[O:27].[CH2:36]1[O:37][CH2:38][CH2:39][CH2:40]1.[CH3:30][CH2:31][CH2:32][CH2:33][CH2:34][CH3:35].[Cl-:28].[NH4+:29]>>[c:7]1([CH2:26][OH:27])[cH:8][c:9](-[c:18]2[c:19]([CH3:25])[n:20][c:21]([CH3:24])[cH:22][cH:23]2)[cH:10][c:11]2[cH:12][cH:13][c:14](=[O:17])[nH:15][c:16]12.